The task is: describe an organic reaction: reactants, conditions, products, and yield. This data is from the Open Reaction Database (ORD), a public repository of structured organic reaction records. The reactants are ClC1=C(C=C(C=C1)[N+](=O)[O-])S(=O)(=O)Cl (2-chloro-5-nitrobenzenesulfonyl chloride), stannous chloride, resultant mixture. Run in Cl (hydrochloric acid), Cl (hydrochloric acid). Product: ClC1=C(C=C(C=C1)N)S (2-chloro-5-aminothiophenol). Isolated yield 116.9%. As a reaction SMILES: [Cl:1][C:2]1[CH:7]=[CH:6][C:5]([N+:8]([O-])=O)=[CH:4][C:3]=1[S:11](Cl)(=O)=O>Cl>[Cl:1][C:2]1[CH:7]=[CH:6][C:5]([NH2:8])=[CH:4][C:3]=1[SH:11]. Reported procedure: A solution of anhydrous stannous chloride (152.5 g) in conc. hydrochloric acid (150 ml) was cooled to 0° C., and 2-chloro-5-nitrobenzenesulfonyl chloride (34.3 g) was added thereto while stirring. The resultant mixture was heated at 100° C. for 15 minutes while stirring, followed by being allowed to stand. Conc. hydrochloric acid (230 ml) was added to the reaction mixture. The precipitated crystals were collected by filtration, neutralized with a 4% aqueous sodium carbonate solution and extracte... Starting materials: CCCCN, COc1cc(C=O)c2ccccc2c1OC, CCO. Reaction SMILES: [CH2:17]([CH2:18][CH2:19][CH3:20])[NH2:21].[CH3:1][O:2][c:3]1[cH:4][c:5]([CH:15]=[O:16])[c:6]2[cH:7][cH:8][cH:9][cH:10][c:11]2[c:12]1[O:13][CH3:14].[CH3:22][CH2:23][OH:24]>>[CH3:1][O:2][c:3]1[cH:4][c:5]([CH2:15][NH:21][CH2:17][CH2:18][CH2:19][CH3:20])[c:6]2[cH:7][cH:8][cH:9][cH:10][c:11]2[c:12]1[O:13][CH3:14]. Yields the product CCCCNCc1cc(OC)c(OC)c2ccccc12. RXN SMILES: [Ag+:22].[CH2:1]([CH3:2])[c:3]1[c:4]([CH2:9][CH:10]=[O:11])[cH:5][cH:6][cH:7][cH:8]1.[CH3:14][CH2:15][OH:16].[K+:13].[N+:18]([O-:19])([O-:20])=[O:21].[OH-:12].[OH2:17]>>[CH2:1]([CH3:2])[c:3]1[c:4]([CH2:9][C:10](=[O:11])[OH:12])[cH:5][cH:6][cH:7][cH:8]1. Product: CCc1ccccc1CC(=O)O. Reactants: [Ag+], CCc1ccccc1CC=O, CCO, [K+], O=[N+]([O-])[O-], [OH-], O. Reactants: COC1=CC=C(C=C1)C=1N=C(SC1C)N (4-(4-methoxy-phenyl)-5-methyl-thiazol-2-ylamine), COC=1C=C(C(=O)Cl)C=C(C1OC)OC (3,4,5-trimethoxy-benzoyl chloride). The product is COC=1C=C(C(=O)NC=2SC(=C(N2)C2=CC=C(C=C2)OC)C)C=C(C1OC)OC (3,4,5-trimethoxy-N-[4-(4-methoxy-phenyl)-5-methyl-thiazol-2-yl]-benzamide). Yield: 63.0%. As a reaction SMILES: [CH3:1][O:2][C:3]1[CH:8]=[CH:7][C:6]([C:9]2[N:10]=[C:11]([NH2:15])[S:12][C:13]=2[CH3:14])=[CH:5][CH:4]=1.[CH3:16][O:17][C:18]1[CH:19]=[C:20]([CH:24]=[C:25]([O:29][CH3:30])[C:26]=1[O:27][CH3:28])[C:21](Cl)=[O:22]>>[CH3:30][O:29][C:25]1[CH:24]=[C:20]([CH:19]=[C:18]([O:17][CH3:16])[C:26]=1[O:27][CH3:28])[C:21]([NH:15][C:11]1[S:12][C:13]([CH3:14])=[C:9]([C:6]2[CH:5]=[CH:4][C:3]([O:2][CH3:1])=[CH:8][CH:7]=2)[N:10]=1)=[O:22]. Reported procedure: A procedure similar to that in Example 4 was used. 4-(4-methoxy-phenyl)-5-methyl-thiazol-2-ylamine prepared in Example 52 and 3,4,5-trimethoxy-benzoyl chloride prepared in the step 1 of Example 37 were used as starting materials, allowed to react at room temperature overnight, followed by post-treatment to give a crude product, which was purified by a silica gel column chromatography eluted with a gradient of dichloromethane and ethyl acetate (15:1) to obtain a product as a white solid in a yiel...